From a dataset of the Open Reaction Database (ORD), a public repository of structured organic reaction records. describe an organic reaction: reactants, conditions, products, and yield Reactants: O=C(O)CC(O)(CC(=O)O)C(=O)O, COc1ccc(CO)cc1OC, CCO, [K+], [K+], [K+], Nc1cccc2c1C(=O)N(O)C2=O, O=P([O-])(O)O, O=C(O)CC(O)(CC(=O)O)C(=O)O, O=P([O-])([O-])O. Yields the product COc1ccc(C=O)cc1OC. RXN SMILES: [C:1]([OH:2])(=[O:3])[CH2:4][C:5]([CH2:6][C:7]([OH:8])=[O:9])([C:10]([OH:11])=[O:12])[OH:13].[CH3:40][O:41][c:42]1[cH:43][c:44]([CH2:45][OH:46])[cH:47][cH:48][c:49]1[O:50][CH3:51].[CH3:65][CH2:66][OH:67].[K+:19].[K+:20].[K+:21].[NH2:52][c:53]1[cH:54][cH:55][cH:56][c:57]2[c:63]1[C:61](=[O:62])[N:59]([OH:60])[C:58]2=[O:64].[OH:22][P:23](=[O:24])([O-:25])[OH:26].[OH:27][C:28]([CH2:29][C:30]([C:31](=[O:32])[OH:33])([CH2:34][C:35](=[O:36])[OH:37])[OH:38])=[O:39].[P:14]([O-:15])([O-:16])([OH:17])=[O:18]>>[CH3:40][O:41][c:42]1[cH:43][c:44]([CH:45]=[O:46])[cH:47][cH:48][c:49]1[O:50][CH3:51]. The reactants are O=C1C=CCCC1, CCOC(=O)CC(=O)OCC, CC(C)(C)O. The product is CCOC(=O)C(C(=O)OCC)C1CCCC(=O)C1. Reaction SMILES: [C:1]1(=[O:7])[CH:2]=[CH:3][CH2:4][CH2:5][CH2:6]1.[C:8]([CH2:9][C:10](=[O:11])[O:12][CH2:13][CH3:14])(=[O:15])[O:16][CH2:17][CH3:18].[CH3:19][C:20]([OH:21])([CH3:22])[CH3:23]>>[C:1]1(=[O:7])[CH2:2][CH:3]([CH:9]([C:8](=[O:15])[O:16][CH2:17][CH3:18])[C:10](=[O:11])[O:12][CH2:13][CH3:14])[CH2:4][CH2:5][CH2:6]1.